From a dataset of the Open Reaction Database (ORD), a public repository of structured organic reaction records. describe an organic reaction: reactants, conditions, products, and yield Starting materials: C(C(C)(C)C)(=O)C#N (pivaloyl cyanide), ice, amide, S(O)(O)(=O)=O (sulfuric acid), CC(C)=C (isobutylene). Run in C(C)(=O)O (acetic acid). Product: C(C)(C)(C)NC(C(=O)C(C)(C)C)=O (trimethyl pyruvic acid-N-t-butylamide). Isolated yield 87.0%. As a reaction SMILES: [C:1]([C:7]#[N:8])(=[O:6])[C:2]([CH3:5])([CH3:4])[CH3:3].S(=O)(=O)(O)[OH:10].[CH3:14][C:15](=[CH2:17])[CH3:16]>C(O)(=O)C>[C:15]([NH:8][C:7](=[O:10])[C:1]([C:2]([CH3:5])([CH3:4])[CH3:3])=[O:6])([CH3:16])([CH3:14])[CH3:17]. Procedure: There were present in a stirrer apparatus protected against moisture 111 grams (1.0 mole) of pivaloyl cyanide, 150 grams (1.5 moles) of concentrated sulfuric acid and 150 ml of glacial acetic acid and there were led in during one hour under stirring at 0°-5° C.112 grams (2.0 moles) of isobutylene. Then the mixture was warmed up to room temperature and stirred further for 4 hours. Then the mixture was poured on 500 grams of ice and after thorough stirring the precipitated amide was filtered off w... The reactants are Br (HBr), C(C1=CC=CC=C1)OC(=O)N1CC2=C(CC1)N=C(S2)NC(=N)NCC2=C(C=CC=C2OC)OC (benzyl-2-{[[(2,6-dimethoxybenzyl)amino](imino)methyl]amino}-6,7-dihydro[1,3]thiazolo[5,4-c]pyridine-5(4H)-carboxylat), C([O-])([O-])=O (carbonate). Reported procedure: 0.2 ml HBr (33% in glacial acetic acid) were added to 150 mg benzyl-2-{[[(2,6-dimethoxybenzyl)amino](imino)methyl]amino}-6,7-dihydro[1,3]thiazolo[5,4-c]pyridine-5(4H)-carboxylat (0.28 mmol) in 2 ml glacial acetic acid, and the mixture was stirred for 2 hours at room temperature. After reaction completion, the mixture was evaporation-concentrated, was filtered over C18 Chromabond (water/CH3CN+0.1% glacial acetic acid; 0-30%), and the free base was obtained by stirring with polymer-bound carbonate... Reaction SMILES: Br.C(OC([N:12]1[CH2:17][CH2:16][C:15]2[N:18]=[C:19]([NH:21][C:22]([NH:24][CH2:25][C:26]3[C:31]([O:32][CH3:33])=[CH:30][CH:29]=[CH:28][C:27]=3[O:34][CH3:35])=[NH:23])[S:20][C:14]=2[CH2:13]1)=O)C1C=CC=CC=1.C(=O)([O-])[O-]>C(O)(=O)C.CO>[CH3:35][O:34][C:27]1[CH:28]=[CH:29][CH:30]=[C:31]([O:32][CH3:33])[C:26]=1[CH2:25][NH:24][C:22]([NH:21][C:19]1[S:20][C:14]2[CH2:13][NH:12][CH2:17][CH2:16][C:15]=2[N:18]=1)=[NH:23]. Run in C(C)(=O)O (acetic acid), CO (methanol). Conditions: time 2 hour. Product: COC1=C(CNC(=N)NC=2SC=3CNCCC3N2)C(=CC=C1)OC (N-(2,6-dimethoxybenzyl)-N′-(4,5,6,7-tetrahydro[1,3]thiazolo[5,4-c]pyridine-2-yl)guanidine). Reactants: FC1=C(C=C(C=C1)C(F)(F)F)[N+](=O)[O-] (1-fluoro-2-nitro-4-(trifluoromethyl)benzene), C(=O)(OC(C)(C)C)NC1CNCCC1 (3-(N-Boc-amino) piperidine), TEA. The product is [N+](=O)([O-])C1=C(C=CC(=C1)C(F)(F)F)N1CC(CCC1)NC(OC(C)(C)C)=O (tert-butyl 1-(2-nitro-4-(trifluoromethyl)phenyl)piperidin-3-ylcarbamate). Isolated yield 99.0%. Reaction SMILES: F[C:2]1[CH:7]=[CH:6][C:5]([C:8]([F:11])([F:10])[F:9])=[CH:4][C:3]=1[N+:12]([O-:14])=[O:13].[C:15]([NH:22][CH:23]1[CH2:28][CH2:27][CH2:26][NH:25][CH2:24]1)([O:17][C:18]([CH3:21])([CH3:20])[CH3:19])=[O:16]>>[N+:12]([C:3]1[CH:4]=[C:5]([C:8]([F:11])([F:10])[F:9])[CH:6]=[CH:7][C:2]=1[N:25]1[CH2:26][CH2:27][CH2:28][CH:23]([NH:22][C:15](=[O:16])[O:17][C:18]([CH3:20])([CH3:19])[CH3:21])[CH2:24]1)([O-:14])=[O:13]. Procedure details: Method 1 was followed using 1-fluoro-2-nitro-4-(trifluoromethyl)benzene (1.0 eq), 3-(N-Boc-amino) piperidine (1.2 eq), and TEA (1.5 eq) at 55° C. for 1 hour yielding tert-butyl 1-(2-nitro-4-(trifluoromethyl)phenyl)piperidin-3-ylcarbamate (99%). LCMS (m/z): 390.1 (MH+); LC Rt=3.58 min. The reactants are solution, CC(C)([O-])C.[K+] (potassium tert-butoxide), O (water), S(=O)(=O)(O)O.COC(N)=N (O-methylisourea hydrogensulfate), C(C)(C)(C)C=1C=C(C(=O)C(C(=O)NC)=CN(C)C)C=C(C1O)C(C)(C)C (2-(3,5-ditert-butyl-4-hydroxy-benzoyl)-3-dimethylamino-N-methyl-prop-2-enamide). Solvent: C(C)(C)(C)O (tert-butanol), ClCCl (dichloromethane), ClCCl (dichloromethane), CC(C)O (2-propanol), C(C)(=O)OCC (ethyl acetate). Reaction conditions: time 10 minute. Yields the product C(C)(C)(C)C=1C=C(C=C(C1O)C(C)(C)C)C1=NC(=NC=C1C(=O)NC)OC (4-(3,5-ditert-butyl-4-hydroxy-phenyl)-2-methoxy-N-methyl-pyrimidine-5-carboxamide). Yield: 32.7%. As a reaction SMILES: S(O)(O)(=O)=O.[CH3:6][O:7][C:8](=[NH:10])[NH2:9].[C:11]([C:15]1[CH:16]=[C:17]([CH:29]=[C:30]([C:33]([CH3:36])([CH3:35])[CH3:34])[C:31]=1[OH:32])[C:18]([C:20](=[CH:25]N(C)C)[C:21]([NH:23][CH3:24])=[O:22])=O)([CH3:14])([CH3:13])[CH3:12].CC(C)([O-])C.[K+].O>CC(O)C.C(O)(C)(C)C.ClCCl.C(OCC)(=O)C>[C:11]([C:15]1[CH:16]=[C:17]([C:18]2[C:20]([C:21]([NH:23][CH3:24])=[O:22])=[CH:25][N:9]=[C:8]([O:7][CH3:6])[N:10]=2)[CH:29]=[C:30]([C:33]([CH3:35])([CH3:36])[CH3:34])[C:31]=1[OH:32])([CH3:12])([CH3:13])[CH3:14] |f:0.1,3.4|. Procedure details: O-methylisourea hydrogensulfate (3.44 g, 20 mmol) was added to a solution of 2-(3,5-ditert-butyl-4-hydroxy-benzoyl)-3-dimethylamino-N-methyl-prop-2-enamide (3.55 g, 9.87 mmol) in 2-propanol (37.5 mL). The suspension was stirred at room temperature for 10 min then a 1 M solution of potassium tert-butoxide in tert-butanol (37.5 mL) was added and the mixture was immersed into a bath maintained at 80° C. and stirred for 4 hours. The reaction mixture was allowed to cool to ambient temperature and was... Starting materials: C1CCC2=NCCCN2CC1, CI, CC#N, O=C(O)C(O)(c1cc(F)cc(F)c1)c1cc(F)cc(F)c1. Yields the product COC(=O)C(O)(c1cc(F)cc(F)c1)c1cc(F)cc(F)c1. Reaction SMILES: [CH2:22]1[CH2:23][CH2:24][C:25]2=[N:30][CH2:29][CH2:28][CH2:27][N:26]2[CH2:31][CH2:32]1.[CH3:33][I:34].[CH3:35][C:36]#[N:37].[F:1][c:2]1[cH:3][c:4]([C:5]([C:6](=[O:7])[OH:8])([OH:9])[c:10]2[cH:11][c:12]([F:17])[cH:13][c:14]([F:16])[cH:15]2)[cH:18][c:19]([F:21])[cH:20]1>>[F:1][c:2]1[cH:3][c:4]([C:5]([C:6](=[O:7])[O:8][CH3:22])([OH:9])[c:10]2[cH:11][c:12]([F:17])[cH:13][c:14]([F:16])[cH:15]2)[cH:18][c:19]([F:21])[cH:20]1. Procedure details: 3'-isopropyl-7-nitro-2'-phenyl-3,4-dihydro-2H-1,5-benzodioxepin-3-spiro-5'-oxazolidine (370 mg.; 1 mmole) in ethyl acetate (10 ml.) is hydrogenated at room temperature and pressure in the presence of 5% palladium on charcoal (50 mg.). When 3 moles of hydrogen has been absorbed (73 ml. at 23° C.) the catalyst is filtered off and the filtrate evaporated to a solid foam; yield 340 mg. (100%). Because of the lability of this compound, it is used in the next stage without purification. Reagents/catalysts: [Pd] (palladium on charcoal). The product is NC1=CC2=C(OCC3(CN(C(O3)C3=CC=CC=C3)C(C)C)CO2)C=C1 (7-amino-3'-isopropyl-2'-phenyl-3,4-dihydro-2H-1,5-benzodioxepin-3-spiro-5'-oxazolidine). Reaction SMILES: [CH:1]([N:4]1[CH2:8][C:7]2([CH2:14][O:13][C:12]3[CH:15]=[CH:16][C:17]([N+:19]([O-])=O)=[CH:18][C:11]=3[O:10][CH2:9]2)[O:6][CH:5]1[C:22]1[CH:27]=[CH:26][CH:25]=[CH:24][CH:23]=1)([CH3:3])[CH3:2].[H][H]>C(OCC)(=O)C.[Pd]>[NH2:19][C:17]1[CH:16]=[CH:15][C:12]2[O:13][CH2:14][C:7]3([CH2:9][O:10][C:11]=2[CH:18]=1)[O:6][CH:5]([C:22]1[CH:23]=[CH:24][CH:25]=[CH:26][CH:27]=1)[N:4]([CH:1]([CH3:2])[CH3:3])[CH2:8]3. Solvent: C(C)(=O)OCC (ethyl acetate). The reactants are C(C)(C)N1C(OC2(C1)COC1=C(OC2)C=CC(=C1)[N+](=O)[O-])C1=CC=CC=C1 (3'-isopropyl-7-nitro-2'-phenyl-3,4-dihydro-2H-1,5-benzodioxepin-3-spiro-5'-oxazolidine), [H][H] (hydrogen). Starting materials: CN1CCNCC1 (N-methyl-piperazine), C(C1=CC=CC=C1)NC(C1=CN=C(C=C1C1=C(C=CC=C1)C)Cl)=O (N-benzyl-6-chloro-4-o-tolyl-nicotinamide), CN1CCNCC1 (N-methyl-piperazine), CN1CCNCC1 (N-methyl-piperazine). Run in C(C)(=O)OCC (ethyl acetate). Conditions: time 2 hour. The product is CN1CCNCC1.C1(=C(C=CC=C1)N1CC(C(=O)N)=CC=C1)C (4-methyl-piperazin 1-o-tolyl-nicotinamide). As a reaction SMILES: C([NH:8][C:9](=[O:24])[C:10]1[C:15](C2C=CC=CC=2C)=[CH:14][C:13](Cl)=[N:12][CH:11]=1)C1C=CC=CC=1.[CH3:25][N:26]1[CH2:31][CH2:30][NH:29][CH2:28][CH2:27]1>C(OCC)(=O)C>[CH3:25][N:26]1[CH2:31][CH2:30][NH:29][CH2:28][CH2:27]1.[C:30]1([CH3:31])[CH:9]=[CH:10][CH:15]=[CH:14][C:13]=1[N:12]1[CH:13]=[CH:14][CH:15]=[C:10]([C:9]([NH2:8])=[O:24])[CH2:11]1 |f:3.4|. Procedure: A solution of 2.5 g (7.4 mMol) N-benzyl-6-chloro-4-o-tolyl-nicotinamide and 3.3 ml (29.7 mMol) N-methyl-piperazine in 25 ml ethyl acetate was heated to 80° C. for 18 hours. After adding 1.65 ml (14.8 mMol) N-methyl-piperazine, the reaction mixture was further heated 2 hours at 80° C., and after a new addition of 1.65 ml (14.8 mMol) N-methyl-piperazine 6 hours at 85° C. It was then concentrated under reduced pressure and the residue was filtered on silica gel (eluent: CH2Cl2/MeOH 5:1) to yield 2.... Product: Cn1nnnc1-c1cccc(NC(=O)NC2CCN(C(=O)OC(C)(C)C)CC2C(=O)N2CCCC(Cc3ccc(F)cc3)C2)c1. The reactants are CC(C)(C)OC(=O)N1CCC(N)C(C(=O)N2CCCC(Cc3ccc(F)cc3)C2)C1, CN(C)C=O, CCOC(C)=O, Cn1nnnc1-c1cccc(NC(=O)Oc2ccccc2)c1. As a reaction SMILES: [C:1]([CH3:2])([CH3:3])([CH3:4])[O:5][C:6](=[O:7])[N:8]1[CH2:9][CH:10]([C:15](=[O:16])[N:17]2[CH2:18][CH:19]([CH2:23][c:24]3[cH:25][cH:26][c:27]([F:30])[cH:28][cH:29]3)[CH2:20][CH2:21][CH2:22]2)[CH:11]([NH2:14])[CH2:12][CH2:13]1.[CH3:53][N:54]([CH3:55])[CH:56]=[O:57].[CH3:58][CH2:59][O:60][C:61](=[O:62])[CH3:63].[c:31]1([O:37][C:38](=[O:32])[NH:39][c:40]2[cH:41][c:42](-[c:46]3[n:47][n:48][n:49][n:50]3[CH3:51])[cH:43][cH:44][cH:45]2)[cH:33][cH:34][cH:35][cH:36][cH:52]1>>[C:1]([CH3:2])([CH3:3])([CH3:4])[O:5][C:6](=[O:7])[N:8]1[CH2:9][CH:10]([C:15](=[O:16])[N:17]2[CH2:18][CH:19]([CH2:23][c:24]3[cH:25][cH:26][c:27]([F:30])[cH:28][cH:29]3)[CH2:20][CH2:21][CH2:22]2)[CH:11]([NH:14][C:38](=[O:37])[NH:39][c:40]2[cH:41][c:42](-[c:46]3[n:47][n:48][n:49][n:50]3[CH3:51])[cH:43][cH:44][cH:45]2)[CH2:12][CH2:13]1. The reactants are O=C(CSCc1ccccc1)c1ccccc1O, ClCCl, O, O=S(Cl)Cl, c1c[nH]cn1. Yields the product Oc1ccccc1C(=CSCc1ccccc1)c1ncc[nH]1. RXN SMILES: [CH2:13]([c:14]1[cH:15][cH:16][cH:17][cH:18][cH:19]1)[S:20][CH2:21][C:22](=[O:23])[c:24]1[c:25]([OH:30])[cH:26][cH:27][cH:28][cH:29]1.[CH2:6]([Cl:7])[Cl:8].[OH2:31].[S:9]([Cl:10])([Cl:11])=[O:12].[nH:1]1[cH:2][n:3][cH:4][cH:5]1>>[nH:1]1[c:2]([C:22](=[CH:21][S:20][CH2:13][c:14]2[cH:15][cH:16][cH:17][cH:18][cH:19]2)[c:24]2[c:25]([OH:30])[cH:26][cH:27][cH:28][cH:29]2)[n:3][cH:4][cH:5]1.